Dataset: the Open Reaction Database (ORD), a public repository of structured organic reaction records. Task: describe an organic reaction: reactants, conditions, products, and yield The reactants are ClC1=C(C=C(C=C1)O)F (4-chloro-3-fluorophenol), C(CCCCCC)[Si]1(CCC(CC1)C(=O)O)C1=CC=CC=C1 (4-n-heptyl-4-phenyl-4-silacyclohexanecarboxylic acid). The product is C(CCCCCC)[Si@@H]1CC[C@H](CC1)C(=O)OC1=CC(=C(C=C1)Cl)F ((4-chloro-3-fluorophenyl) trans-4-n-heptyl-4-silacyclohexanecarboxylate). Reaction SMILES: [Cl:1][C:2]1[CH:7]=[CH:6][C:5]([OH:8])=[CH:4][C:3]=1[F:9].[CH2:10]([Si:17]1(C2C=CC=CC=2)[CH2:22][CH2:21][CH:20]([C:23](O)=[O:24])[CH2:19][CH2:18]1)[CH2:11][CH2:12][CH2:13][CH2:14][CH2:15][CH3:16]>>[CH2:10]([Si@H:17]1[CH2:18][CH2:19][C@H:20]([C:23]([O:8][C:5]2[CH:6]=[CH:7][C:2]([Cl:1])=[C:3]([F:9])[CH:4]=2)=[O:24])[CH2:21][CH2:22]1)[CH2:11][CH2:12][CH2:13][CH2:14][CH2:15][CH3:16]. Procedure: The general procedure of Example 3 was repeated using 4-chloro-3-fluorophenol and 4-n-heptyl-4-phenyl-4-silacyclohexanecarboxylic acid, thereby obtaining the intended product. Starting materials: COCC(C)NC1=NC=CC(=C1N)C1=C(C=C(C=C1)OC)C (N2-(2-Methoxy-1-methyl-ethyl)-4-(4-methoxy-2-methyl-phenyl)-pyridine-2,3-diamine), C(C(=O)C)(=O)OC (methyl pyruvate). The product is COCC(C)N1C2=C(N=C(C1=O)C)C(=CC=N2)C2=C(C=C(C=C2)OC)C (4-(2-methoxy-1-methyl-ethyl)-8-(4-methoxy-2-methyl-phenyl)-2-methyl-4H-pyrido[2,3-b]pyrazin-3-one). Reaction SMILES: [CH3:1][O:2][CH2:3][CH:4]([NH:6][C:7]1[C:12]([NH2:13])=[C:11]([C:14]2[CH:19]=[CH:18][C:17]([O:20][CH3:21])=[CH:16][C:15]=2[CH3:22])[CH:10]=[CH:9][N:8]=1)[CH3:5].[C:23](OC)(=[O:27])[C:24]([CH3:26])=O>>[CH3:1][O:2][CH2:3][CH:4]([N:6]1[C:23](=[O:27])[C:24]([CH3:26])=[N:13][C:12]2[C:11]([C:14]3[CH:19]=[CH:18][C:17]([O:20][CH3:21])=[CH:16][C:15]=3[CH3:22])=[CH:10][CH:9]=[N:8][C:7]1=2)[CH3:5]. Procedure details: N2-(2-Methoxy-1-methyl-ethyl)-4-(4-methoxy-2-methyl-phenyl)-pyridine-2,3-diamine (0.066 g, 0.22 mmol) and methyl pyruvate (79 μL, 0.88 mmol) were treated substantially as in Part E of Example 67a to give 4-(2-methoxy-1-methyl-ethyl)-8-(4-methoxy-2-methyl-phenyl)-2-methyl-4H-pyrido[2,3-b]pyrazin-3-one (Example 73a): 1H NMR (300 MHz, CDCl3): δ 8.49–8.47 (d, 1H, J=4.8 Hz), 7.16–7.12 (m, 2H), 6.86–6.82 (m, 2H), 4.41–4.36 (m, 1H), 3.87 (s, 3H), 3.84–3.80 (m, 2H), 3.34 (s, 3H), 2.48 (s, 3H), 2.12 (s, ... Starting materials: NCCS(=O)(=O)O (taurine), C1CCOC1 (THF), [OH-].[Na+] (NaOH), C1(=CC=CC=C1)C(C(=O)O)(C1=CC=CC=C1)C1=CC=CC=C1 (Triphenylacetic acid), C(C(=O)Cl)(=O)Cl (oxalyl chloride). The reagents and catalysts are CN(C)C=O (DMF). Solvent: C1=CC=CC=C1 (benzene). Conditions: time 3 hour. Yields the product [Na+].C1(=CC=CC=C1)C(C(=O)[O-])(C1=CC=CC=C1)C1=CC=CC=C1 (Triphenylacetic acid sodium salt). Reaction SMILES: [C:1]1([C:7]([C:17]2[CH:22]=[CH:21][CH:20]=[CH:19][CH:18]=2)([C:11]2[CH:16]=[CH:15][CH:14]=[CH:13][CH:12]=2)[C:8]([OH:10])=[O:9])[CH:6]=[CH:5][CH:4]=[CH:3][CH:2]=1.C(Cl)(=O)C(Cl)=O.NCCS(O)(=O)=O.C1COCC1.[OH-].[Na+:42]>C1C=CC=CC=1.CN(C=O)C>[Na+:42].[C:11]1([C:7]([C:17]2[CH:22]=[CH:21][CH:20]=[CH:19][CH:18]=2)([C:1]2[CH:2]=[CH:3][CH:4]=[CH:5][CH:6]=2)[C:8]([O-:10])=[O:9])[CH:12]=[CH:13][CH:14]=[CH:15][CH:16]=1 |f:4.5,8.9|. Procedure: Triphenylacetic acid (2 g, 6.94 mmol) was dissolved in 5 mL of benzene in a round bottom flask. One drop of DMF was added as a catalyst and the solution was cooled with an ice bath. Once the solution had cooled oxalyl chloride (3 mL, 34.7 mmol) was added dropwise resulting in a vigorously bubbling solution. The reaction was allowed to stir 3 hours and the volatiles were removed under vacuum. The resulting oil was dissolved in 25 mL of THF and the round bottom flask was fitted with an addition fu... Reactants: CCOC(=O)C1(CCOC)CCN(S(=O)(=O)CC(C)C)CC1, C[Al+]C, CCCCCCC, [Cl-], Nc1ccc(OC(F)(F)F)cc1. The product is CC(C)CS(=O)(=O)N1CCC2(CCN(c3ccc(OC(F)(F)F)cc3)C2=O)CC1. Reaction SMILES: [CH2:1]([O:2][C:4](=[O:5])[C:6]1([CH2:19][CH2:20][O:3][CH3:21])[CH2:7][CH2:8][N:9]([S:12](=[O:13])(=[O:14])[CH2:15][CH:16]([CH3:17])[CH3:18])[CH2:10][CH2:11]1)[CH3:22].[CH3:24][Al+:25][CH3:26].[CH3:39][CH2:40][CH2:41][CH2:42][CH2:43][CH2:44][CH3:45].[Cl-:23].[F:27][C:28]([O:29][c:30]1[cH:31][cH:32][c:33]([NH2:34])[cH:35][cH:36]1)([F:37])[F:38]>>[C:4]1(=[O:5])[C:6]2([CH2:7][CH2:8][N:9]([S:12](=[O:13])(=[O:14])[CH2:15][CH:16]([CH3:17])[CH3:18])[CH2:10][CH2:11]2)[CH2:19][CH2:20][N:34]1[c:33]1[cH:32][cH:31][c:30]([O:29][C:28]([F:27])([F:37])[F:38])[cH:36][cH:35]1. The reactants are CC(C)c1nc(C(N)=O)c(Nc2ccccc2[N+](=O)[O-])s1, O=C(O)C(F)(F)F, [Na+], [OH-], O, O=P(Cl)(Cl)Cl. Product: CC(C)c1nc(C#N)c(Nc2ccccc2[N+](=O)[O-])s1. As a reaction SMILES: [CH:1]([CH3:2])([CH3:3])[c:4]1[s:5][c:6]([NH:12][c:13]2[c:14]([N+:19](=[O:20])[O-:21])[cH:15][cH:16][cH:17][cH:18]2)[c:7]([C:9](=[O:10])[NH2:11])[n:8]1.[F:27][C:28]([F:29])([F:30])[C:31]([OH:32])=[O:33].[Na+:35].[OH-:34].[OH2:36].[P:22]([Cl:23])([Cl:24])([Cl:25])=[O:26]>>[CH:1]([CH3:2])([CH3:3])[c:4]1[s:5][c:6]([NH:12][c:13]2[c:14]([N+:19](=[O:20])[O-:21])[cH:15][cH:16][cH:17][cH:18]2)[c:7]([C:9]#[N:11])[n:8]1. Reactants: C(C)OC(C(=CN(C)C)N1N=NC=C1)=O (3-(Dimethylamino)-2-(1H-1,2,3-triazol-1-yl)acrylic acid ethyl ester), N(N)C1=NC=CC(=C1)C (2-Hydrazino-4-methylpyridine), C12(C(=O)CC(CC1)C2(C)C)CS(=O)(=O)O (camphor-10-sulfonic acid). Solvent: C(C)O (ethanol). Product: CC1=CC(=NC=C1)N1NC=C(C1=O)N1N=NC=C1 (2-(4-Methylpyridin-2-yl)-4-(1H-1,2,3-triazol-1-yl)-1,2-dihydro-3H-pyrazol-3-one). RXN SMILES: C(O[C:4](=[O:15])[C:5]([N:10]1[CH:14]=[CH:13][N:12]=[N:11]1)=[CH:6][N:7](C)C)C.[NH:16]([C:18]1[CH:23]=[C:22]([CH3:24])[CH:21]=[CH:20][N:19]=1)N.C12(CS(O)(=O)=O)C(C)(C)C(CC1)CC2=O>C(O)C>[CH3:24][C:22]1[CH:21]=[CH:20][N:19]=[C:18]([N:16]2[C:4](=[O:15])[C:5]([N:10]3[CH:14]=[CH:13][N:12]=[N:11]3)=[CH:6][NH:7]2)[CH:23]=1. Reported procedure: 250 mg (1.19 mmol) of the compound from Example 3A, 122 mg (0.99 mmol) of the compound from Example 1A and 23 mg (99 μmol) camphor-10-sulfonic acid are dissolved in 5 ml anhydrous ethanol and the mixture is heated under reflux overnight. Reactants: CC1=[N+](C=C(C(=C1C)OC)C)[O-] (2,3,5-trimethyl-4-methoxypyridine N-oxide), CN(C)C1=NC=CC=C1 (dimethylaminopyridine), C(C)(=O)OC(C)=O (acetic anhydride). The solvent is C(Cl)Cl (methylene chloride). Reaction conditions: time 10 minute. Yields the product C(C)(=O)OCC1=NC=C(C(=C1C)OC)C (2-acetoxymethyl-3,5-dimethyl-4-methoxypyridine). RXN SMILES: [CH3:1][C:2]1[C:7]([CH3:8])=[C:6]([O:9][CH3:10])[C:5]([CH3:11])=[CH:4][N+:3]=1[O-].CN(C1C=CC=CN=1)C.[C:22]([O:25]C(=O)C)(=[O:24])[CH3:23]>C(Cl)Cl>[C:22]([O:25][CH2:1][C:2]1[C:7]([CH3:8])=[C:6]([O:9][CH3:10])[C:5]([CH3:11])=[CH:4][N:3]=1)(=[O:24])[CH3:23]. Procedure: A solution of 30.06 g (0.18 mole) of 2,3,5-trimethyl-4-methoxypyridine N-oxide in 100 ml of methylene chloride was added slowly (over approximately one hour) over a solution of 0.38 g of dimethylaminopyridine in 53.4 ml (0.565 mole) of acetic anhydride, heated to 90°-95° C., with the temperature being held within the abovementioned range and the methylene chloride being removed by distillation. At the end of the addition, the distillation was continued for a further 10 minutes, the mixture was c... Starting materials: COC(=O)COc1ccc(NC(=O)OC(C)(C)C)cc1C, CI, [H-], [K+], [Na+], CN(C)C=O, O=S(=O)([O-])O. The product is COC(=O)COc1ccc(N(C)C(=O)OC(C)(C)C)cc1C. RXN SMILES: [CH3:1][O:2][C:3]([CH2:4][O:5][c:6]1[c:7]([CH3:20])[cH:8][c:9]([NH:12][C:13](=[O:14])[O:15][C:16]([CH3:17])([CH3:18])[CH3:19])[cH:10][cH:11]1)=[O:21].[CH3:24][I:25].[H-:23].[K+:31].[Na+:22].[O:32]=[CH:33][N:34]([CH3:35])[CH3:36].[S:26](=[O:27])(=[O:28])([OH:29])[O-:30]>>[CH3:1][O:2][C:3]([CH2:4][O:5][c:6]1[c:7]([CH3:20])[cH:8][c:9]([N:12]([C:13](=[O:14])[O:15][C:16]([CH3:17])([CH3:18])[CH3:19])[CH3:24])[cH:10][cH:11]1)=[O:21].